The task is: describe an organic reaction: reactants, conditions, products, and yield. This data is from the Open Reaction Database (ORD), a public repository of structured organic reaction records. The solvent is CS(=O)C (dimethylsulfoxide). Reactants: C31H33ClN6O3, NCCCC[C@@H](C1=NC2=C(N1)C=CC(=C2)Cl)NC(C2=CC(=C(C=C2)C(=O)N2CCCC2)C)=O (N-[(1S)-5-amino-1-(5-chloro-1H-benzimidazol-2-yl)pentyl]-3-methyl-4-(pyrrolidin-1-ylcarbonyl)benzamide), C(C)(C)N(CC)C(C)C (diisopropylethylamine), N1=CC=C(C=C1)C(=O)O (pyridine-4-carboxylic acid). Reported procedure: Prepared analogously to Example 1d from N-[(1S)-5-amino-1-(5-chloro-1H-benzimidazol-2-yl)pentyl]-3-methyl-4-(pyrrolidin-1-ylcarbonyl)benzamide, PFTU, diisopropylethylamine, and pyridine-4-carboxylic acid in dimethylsulfoxide. HPLC-MS results: retention time: 2.02 minutes; C31H33ClN6O3 (573.10); mass spectrum: (M−H)−=572. Reaction SMILES: [NH2:1][CH2:2][CH2:3][CH2:4][CH2:5][C@H:6]([NH:17][C:18](=[O:33])[C:19]1[CH:24]=[CH:23][C:22]([C:25]([N:27]2[CH2:31][CH2:30][CH2:29][CH2:28]2)=[O:26])=[C:21]([CH3:32])[CH:20]=1)[C:7]1[NH:11][C:10]2[CH:12]=[CH:13][C:14]([Cl:16])=[CH:15][C:9]=2[N:8]=1.C(N(C(C)C)CC)(C)C.[N:43]1[CH:48]=[CH:47][C:46]([C:49](O)=[O:50])=[CH:45][CH:44]=1>CS(C)=O>[Cl:16][C:14]1[CH:13]=[CH:12][C:10]2[NH:11][C:7]([C@@H:6]([NH:17][C:18](=[O:33])[C:19]3[CH:24]=[CH:23][C:22]([C:25]([N:27]4[CH2:28][CH2:29][CH2:30][CH2:31]4)=[O:26])=[C:21]([CH3:32])[CH:20]=3)[CH2:5][CH2:4][CH2:3][CH2:2][NH:1][C:49]([C:46]3[CH:47]=[CH:48][N:43]=[CH:44][CH:45]=3)=[O:50])=[N:8][C:9]=2[CH:15]=1. Product: ClC1=CC2=C(NC(=N2)[C@H](CCCCNC(=O)C2=CC=NC=C2)NC(C2=CC(=C(C=C2)C(=O)N2CCCC2)C)=O)C=C1 (N-{(1S)-1-(5-chloro-1H-benzimidazol-2-yl)-5-[(pyridin-4-yl)carbonylamino]pentyl}-3-methyl-4-(pyrrolidin-1-ylcarbonyl)benzamide).